The task is: describe an organic reaction: reactants, conditions, products, and yield. This data is from the Open Reaction Database (ORD), a public repository of structured organic reaction records. Reactants: S1C(=CC=C1)C=O (thiophene-2-carbaldehyde), C(C)OC(C(CC(=O)OCC)=O)OCC (ethyl 4,4-diethoxyacetoacetate), C(C)OCC (diethyl ether), resultant solution. The reagents and catalysts are N1CCCCC1 (piperidine). Solvent: C1=CC=CC=C1 (benzene). Yields the product C1(=CC=CS1)C=C(C(=O)OCC)C(=O)C(OCC)OCC (ethyl 2-(2-thenylidene)-4,4-diethoxyacetoacetate). Reaction SMILES: [S:1]1[CH:5]=[CH:4][CH:3]=[C:2]1[CH:6]=O.[CH2:8]([O:10][CH:11]([O:20][CH2:21][CH3:22])[C:12](=[O:19])[CH2:13][C:14]([O:16][CH2:17][CH3:18])=[O:15])[CH3:9].C(OCC)C>N1CCCCC1.C1C=CC=CC=1>[C:2]1([CH:6]=[C:13]([C:12]([CH:11]([O:10][CH2:8][CH3:9])[O:20][CH2:21][CH3:22])=[O:19])[C:14]([O:16][CH2:17][CH3:18])=[O:15])[S:1][CH:5]=[CH:4][CH:3]=1. Procedure: A solution of thiophene-2-carbaldehyde (2.2430 g), ethyl 4,4-diethoxyacetoacetate (4.3648 g) and piperidine (4 drops) in benzene (20 ml) was refluxed under azeotropic dehydration for 4.5 hours. After cooling, to the resultant solution was added diethyl ether, and the solution was washed with watr and dried. The solvent was removed from the reaction mixture to give oily ethyl 2-(2-thenylidene)-4,4-diethoxyacetoacetate. The mixture of the compound obtained above and ethyl 3-aminocrotonate (2.6 g) ... Starting materials: solution, C(CCC)[Li] (n-butyllithium), C(Cl)Cl (methylene chloride), methyl ester, C1(=CC=CC=C1)C(=N[C@@H](CC1=CC=CC=C1)C(=O)O)C1=CC=CC=C1 (N-(diphenylmethylene)-L-phenylalanine), [Cl-].[NH4+] (ammonium chloride). Solvent: CCCCCC (hexane), O1CCCC1 (tetrahydrofuran), C(C)OCC (diethyl ether), O (water), C(C)OCC (diethyl ether), O1CCCC1 (tetrahydrofuran). Run at time 10 minute. The product is ClC(C([C@H](CC1=CC=CC=C1)N=C(C1=CC=CC=C1)C1=CC=CC=C1)=O)Cl ((3S)-1,1-dichloro-3-(diphenylmethylene) amino-4-phenyl-2-butanone). Yield: 96.0%. Reaction SMILES: C([Li])CCC.[CH2:6]([Cl:8])[Cl:7].[C:9]1([C:15]([C:28]2[CH:33]=[CH:32][CH:31]=[CH:30][CH:29]=2)=[N:16][C@H:17]([C:25](O)=[O:26])[CH2:18][C:19]2[CH:24]=[CH:23][CH:22]=[CH:21][CH:20]=2)[CH:14]=[CH:13][CH:12]=[CH:11][CH:10]=1.[Cl-].[NH4+]>CCCCCC.O1CCCC1.C(OCC)C.O>[Cl:7][CH:6]([Cl:8])[C:25](=[O:26])[C@@H:17]([N:16]=[C:15]([C:28]1[CH:29]=[CH:30][CH:31]=[CH:32][CH:33]=1)[C:9]1[CH:10]=[CH:11][CH:12]=[CH:13][CH:14]=1)[CH2:18][C:19]1[CH:24]=[CH:23][CH:22]=[CH:21][CH:20]=1 |f:3.4|. Reported procedure: A mixed solution of dehydrated tetrahydrofuran (6.2 ml) and diethyl ether (3.1 ml) was cooled to −78° C. 1.53 M solution (3.3 ml) of n-butyllithium in hexane and then a solution of methylene chloride (0.40 ml) in dehydrated tetrahydrofuran (3.3 ml) were added to the mixed solution and they were stirred for 10 minutes. Then a solution of methyl ester of N-(diphenylmethylene)-L-phenylalanine (0.86 g) in diethyl ether (3.3 ml) was added to the obtained solution. They were stirred for 2 hours. Satur...